Dataset: the Open Reaction Database (ORD), a public repository of structured organic reaction records. Task: describe an organic reaction: reactants, conditions, products, and yield Reactants: COC(=O)c1cc2c(=O)cc[nH]c2cc1OCc1ccccc1, CN(C)C=O, O=S(Cl)Cl. Yields the product COC(=O)c1cc2c(Cl)ccnc2cc1OCc1ccccc1. As a reaction SMILES: [CH2:5]([c:6]1[cH:7][cH:8][cH:9][cH:10][cH:11]1)[O:12][c:13]1[c:14]([C:24](=[O:25])[O:26][CH3:27])[cH:15][c:16]2[c:17](=[O:23])[cH:18][cH:19][nH:20][c:21]2[cH:22]1.[CH3:28][N:29]([CH3:30])[CH:31]=[O:32].[S:1]([Cl:2])([Cl:3])=[O:4]>>[Cl:3][c:17]1[c:16]2[cH:15][c:14]([C:24](=[O:25])[O:26][CH3:27])[c:13]([O:12][CH2:5][c:6]3[cH:7][cH:8][cH:9][cH:10][cH:11]3)[cH:22][c:21]2[n:20][cH:19][cH:18]1. Reactants: C(C)OC(CC1=CC(=CC=C1)OC1=C(C=CC=C1)CN1C(OCC1)=O)=O ({3-[2-(2-oxo-oxazolidin-3-ylmethyl)-phenoxy]-phenyl}-acetic acid ethyl ester), [OH-].[Li+] (lithium hydroxide). Solvent: CO (MeOH), O (H2O). Yields the product O=C1OCCN1CC1=C(OC=2C=C(C=CC2)CC(=O)O)C=CC=C1 ({3-[2-(2-Oxo-oxazolidin-3-ylmethyl)-phenoxy]-phenyl}-acetic acid). Reaction SMILES: C([O:3][C:4](=[O:26])[CH2:5][C:6]1[CH:11]=[CH:10][CH:9]=[C:8]([O:12][C:13]2[CH:18]=[CH:17][CH:16]=[CH:15][C:14]=2[CH2:19][N:20]2[CH2:24][CH2:23][O:22][C:21]2=[O:25])[CH:7]=1)C.[OH-].[Li+]>CO.O>[O:25]=[C:21]1[N:20]([CH2:19][C:14]2[CH:15]=[CH:16][CH:17]=[CH:18][C:13]=2[O:12][C:8]2[CH:7]=[C:6]([CH2:5][C:4]([OH:26])=[O:3])[CH:11]=[CH:10][CH:9]=2)[CH2:24][CH2:23][O:22]1 |f:1.2|. Procedure: Hydrolysis of {3-[2-(2-oxo-oxazolidin-3-ylmethyl)-phenoxy]-phenyl}-acetic acid ethyl ester with lithium hydroxide in MeOH and H2O provided the desired product. The reactants are C1(=CC=CC=C1)C(=C(C(=O)OC)CC1=CC2=C(C=C1)OCO2)C2=CC=CC=C2 (Methyl 3,3-diphenyl-2-(3,4-methylenedioxybenzyl)prop-2-enoate), [OH-].[Na+] (NaOH). Run in CCO (EtOH), CCO (EtOH). Product: C1(=CC=CC=C1)C(=C(C(=O)O)CC1=CC2=C(C=C1)OCO2)C2=CC=CC=C2 (3,3-Diphenyl-2-(3,4-methylenedioxybenzyl)prop-2-enoic acid). Isolated yield 79.4%. Reaction SMILES: [C:1]1([C:7]([C:23]2[CH:28]=[CH:27][CH:26]=[CH:25][CH:24]=2)=[C:8]([CH2:13][C:14]2[CH:19]=[CH:18][C:17]3[O:20][CH2:21][O:22][C:16]=3[CH:15]=2)[C:9]([O:11]C)=[O:10])[CH:6]=[CH:5][CH:4]=[CH:3][CH:2]=1.[OH-].[Na+]>CCO>[C:23]1([C:7]([C:1]2[CH:6]=[CH:5][CH:4]=[CH:3][CH:2]=2)=[C:8]([CH2:13][C:14]2[CH:19]=[CH:18][C:17]3[O:20][CH2:21][O:22][C:16]=3[CH:15]=2)[C:9]([OH:11])=[O:10])[CH:24]=[CH:25][CH:26]=[CH:27][CH:28]=1 |f:1.2|. Reported procedure: Methyl 3,3-diphenyl-2-(3,4-methylenedioxybenzyl)prop-2-enoate (0.05 g, 0.13 mmol) was dissolved in EtOH (2 ml) and 3M aqueous NaOH added (2 mi, 6 mmol). After stirring at 80° C. for 15 h the EtOH was removed in vacuo and the residue partitioned between EtOAc and H2O. The aqueous layer was acidified to pH 2 with 1-M-aqueous HCl and extracted with EtOAc (3X). The combined organic extract was washed with brine, dried (MgSO4 anhydrous), filtered and evaporated to give a colorless solid. Recrystalliz... Starting materials: CC1CC(CC2=CC=CC=C12)=O (4-methyl-2-tetralone), CC1=C2CCC(CC2=CC(=C1)C)=O (5,7-dimethyl-2-tetralone). Yields the product CC1(CC(CC2=CC=CC=C12)=O)C (4.4-Dimethyl -2-tetralone). As a reaction SMILES: [CH3:1][CH:2]1[C:11]2[C:6](=[CH:7][CH:8]=[CH:9][CH:10]=2)[CH2:5][C:4](=[O:12])[CH2:3]1.[CH3:13]C1C=C(C)C=C2C=1CCC(=O)C2>>[CH3:1][C:2]1([CH3:13])[C:11]2[C:6](=[CH:7][CH:8]=[CH:9][CH:10]=2)[CH2:5][C:4](=[O:12])[CH2:3]1. Procedure: Using method A, 4-methyl-2-tetralone and 5,7-dimethyl-2-tetralone were also prepared. Reagents/catalysts: C(=O)([O-])[O-].[K+].[K+], CC1(C2=C(C(=CC=C2)P(C3=CC=CC=C3)C4=CC=CC=C4)OC5=C1C=CC=C5P(C6=CC=CC=C6)C7=CC=CC=C7)C, C1=CC=C(C=C1)/C=C/C(=O)/C=C/C2=CC=CC=C2.C1=CC=C(C=C1)/C=C/C(=O)/C=C/C2=CC=CC=C2.C1=CC=C(C=C1)/C=C/C(=O)/C=C/C2=CC=CC=C2.[Pd].[Pd]. Starting materials: C1=COC(=N1)N, C1=CN=C(C=C1Cl)Cl. Isolated yield 49.6%. Procedure: Objective: Repeat of optimised conditions found in process research and devellopment screen for an isolated yield.  An activated catalyst solution was prepared by adding TRIS(DIBENZYLIDENEACETONE)DIPALLADIUM(0) (61.3 mg, 0.07 mmol) and (9,9-dimethyl-9H-xanthene-4,5-diyl)bis(diphenylphosphine) (77 mg, 0.13 mmol) to an oven-dried microwave vial. The vial was then capped and purged with nitrogen and anisole (1 mL) (degassed) was added. The solution was stirred at 50°C for 40 mins, then 90°C for 15 ... Yields the product C1=CN=C(C=C1Cl)NC2=NC=CO2. The solvent is COC1=CC=CC=C1. Run at temperature 120 celsius. The reactants are CN1OC(NC1=O)=O (2-Methyl-1,2,4-oxadiazolidin-3,5-dione), O (water), C=O (formaldehyde). Run in CO (methanol), CO (methanol), C(Cl)Cl (methylene chloride). Run at time 8 hour. Product: desired product, CN1OC(N(C1=O)CO)=O (2-methyl-4-hydroxymethyl-1,2,4-oxadiazolidin-3,5-dione). RXN SMILES: [CH3:1][N:2]1[C:6](=[O:7])[NH:5][C:4](=[O:8])[O:3]1.[CH2:9]=[O:10].O>CO.C(Cl)Cl>[CH3:1][N:2]1[C:6](=[O:7])[N:5]([CH2:9][OH:10])[C:4](=[O:8])[O:3]1. Reported procedure: 2-Methyl-1,2,4-oxadiazolidin-3,5-dione (2.0 grams; 0.0172 mole) dissolved in methanol (100 ml) and aqueous formaldehyde (2.5 ml of 37% conc.; 0.0344 mole) were charged into a glass reaction vessel equipped with a mechanical stirrer. The reaction mixture was stirred overnight. After this time the reaction mixture was stripped of methanol and water to yield an oil. The oil was then dissolved in methylene chloride, and the resulting solution was washed with water. The washed solution was dried over...